This data is from the Open Reaction Database (ORD), a public repository of structured organic reaction records. The task is: describe an organic reaction: reactants, conditions, products, and yield The reactants are COC(=O)c1sc2ncn(CC(=O)NC(C)(C)C)c(=O)c2c1C, C1CCOC1, CO, [Li+], [OH-], O, O. Yields the product Cc1c(C(=O)O)sc2ncn(CC(=O)NC(C)(C)C)c(=O)c12. Reaction SMILES: [C:1]([CH3:2])([CH3:3])([CH3:4])[NH:5][C:6]([CH2:7][n:8]1[cH:9][n:10][c:11]2[c:12]([c:13]1=[O:14])[c:15]([CH3:22])[c:16]([C:18](=[O:19])[O:20][CH3:21])[s:17]2)=[O:23].[CH2:28]1[O:29][CH2:30][CH2:31][CH2:32]1.[CH3:33][OH:34].[Li+:27].[OH-:26].[OH2:24].[OH2:25]>>[C:1]([CH3:2])([CH3:3])([CH3:4])[NH:5][C:6]([CH2:7][n:8]1[cH:9][n:10][c:11]2[c:12]([c:13]1=[O:14])[c:15]([CH3:22])[c:16]([C:18](=[O:19])[OH:20])[s:17]2)=[O:23]. Starting materials: C(O)([O-])=O.[Na+] (sodium hydrogen carbonate), aqueous solution, ClC1=CC2=C(N(CCCC2OC(=O)CCCC(=O)O)C(C2=C(C=C(C=C2)NC(C2=C(C=CC=C2)C)=O)C)=O)C=C1 (4-{7-Chloro-1-[2-methyl-4-(2-methylbenzoylamino)benzoyl]-2,3,4,5-tetrahydro-1H-benzo[b]azepin-5-yloxycarbonyl}butyric acid). Solvent: CC(=O)C (acetone). Reaction conditions: time 1 hour. Yields the product ClC1=CC2=C(N(CCCC2OC(=O)CCCC(=O)[O-])C(C2=C(C=C(C=C2)NC(C2=C(C=CC=C2)C)=O)C)=O)C=C1.[Na+] (sodium 4-{7-chloro-1-[2-methyl-4-(2-methylbenzoylamino)benzoyl]-2,3,4,5-tetrahydro-1H-benzo[b]azepin-5-yloxycarbonyl}butyrate). The yield is 45.2%. Reaction SMILES: [Cl:1][C:2]1[CH:40]=[CH:39][C:5]2[N:6]([C:20](=[O:38])[C:21]3[CH:26]=[CH:25][C:24]([NH:27][C:28](=[O:36])[C:29]4[CH:34]=[CH:33][CH:32]=[CH:31][C:30]=4[CH3:35])=[CH:23][C:22]=3[CH3:37])[CH2:7][CH2:8][CH2:9][CH:10]([O:11][C:12]([CH2:14][CH2:15][CH2:16][C:17]([OH:19])=[O:18])=[O:13])[C:4]=2[CH:3]=1.C(=O)([O-])O.[Na+:45]>CC(C)=O>[Cl:1][C:2]1[CH:40]=[CH:39][C:5]2[N:6]([C:20](=[O:38])[C:21]3[CH:26]=[CH:25][C:24]([NH:27][C:28](=[O:36])[C:29]4[CH:34]=[CH:33][CH:32]=[CH:31][C:30]=4[CH3:35])=[CH:23][C:22]=3[CH3:37])[CH2:7][CH2:8][CH2:9][CH:10]([O:11][C:12]([CH2:14][CH2:15][CH2:16][C:17]([O-:19])=[O:18])=[O:13])[C:4]=2[CH:3]=1.[Na+:45] |f:1.2,4.5|. Reported procedure: 4-{7-Chloro-1-[2-methyl-4-(2-methylbenzoylamino)benzoyl]-2,3,4,5-tetrahydro-1H-benzo[b]azepin-5-yloxycarbonyl}butyric acid (0.30 g, 0.53 mmol) was dissolved in acetone (2 ml). A sodium hydrogen carbonate (45 mg, 0.53 mmol) aqueous solution (2 ml) was added thereto and the mixture was stirred at room temperature for 1 hour. The reaction mixture was concentrated, and the residue was washed with ethyl acetate and then air-dried to obtain 0.14 g (45%) of sodium 4-{7-chloro-1-[2-methyl-4-(2-methylben... Starting materials: O=C1SC(C(N1)=O)=CC1=CC(=C(OC2=C(C=C(C#N)C=C2)C(F)(F)F)C=C1)F (4-[4-(2,4-Dioxo-thiazolidin-5-ylidenemethyl)-2-fluoro-phenoxy]-3-trifluoromethyl-benzonitrile), ClCCN1CCCC1 (1-(2-Chloro-ethyl)-pyrrolidine). Yields the product O=C1SC(C(N1CCN1CCCC1)=O)=CC1=CC(=C(OC2=C(C=C(C#N)C=C2)C(F)(F)F)C=C1)F (4-{4-[2,4-Dioxo-3-(2-pyrrolidin-1-yl-ethyl)-thiazolidin-5-ylidenemethyl]-2-fluoro-phenoxy}-3-trifluoromethyl-benzonitrile). Procedure details: The title compound was prepared using 4-[4-(2,4-Dioxo-thiazolidin-5-ylidenemethyl)-2-fluoro-phenoxy]-3-trifluoromethyl-benzonitrile and 1-(2-Chloro-ethyl)-pyrrolidine as described in Example 1. 1H NMR (400 Hz, DMSO-d6) δ8.49 (s, 1H), 8.21 (dd, 1H), 8.05 (s, 1H), 7.87 (d, 1H), 7.64 (m, 2H), 7.31 (d, 1H), 3.86 (t, 2H), 2.76 (bs, 2H), 2.60 (bs, 4H), 1.73 (bs, 4H); LC/MS (m/z) [M+1]+ 506.2 (calculated for C24H20F4N3O3S, 506.49). RXN SMILES: [O:1]=[C:2]1[NH:6][C:5](=[O:7])[C:4](=[CH:8][C:9]2[CH:27]=[CH:26][C:12]([O:13][C:14]3[CH:21]=[CH:20][C:17]([C:18]#[N:19])=[CH:16][C:15]=3[C:22]([F:25])([F:24])[F:23])=[C:11]([F:28])[CH:10]=2)[S:3]1.Cl[CH2:30][CH2:31][N:32]1[CH2:36][CH2:35][CH2:34][CH2:33]1>>[O:1]=[C:2]1[N:6]([CH2:30][CH2:31][N:32]2[CH2:36][CH2:35][CH2:34][CH2:33]2)[C:5](=[O:7])[C:4](=[CH:8][C:9]2[CH:27]=[CH:26][C:12]([O:13][C:14]3[CH:21]=[CH:20][C:17]([C:18]#[N:19])=[CH:16][C:15]=3[C:22]([F:25])([F:23])[F:24])=[C:11]([F:28])[CH:10]=2)[S:3]1. Reagents/catalysts: [Br-].C(CCC)[N+](CCCC)(CCCC)CCCC (tetrabutylammonium bromide). Starting materials: C=O (formaldehyde), Cl (hydrochloric acid), C=1(O)C(O)=CC=CC1 (Catechol), C([O-])([O-])=O.[Cs+].[Cs+] (cesium carbonate), O1OCC2=C1C=CC=C2 (benzodioxole). Procedure details: 5-amino-isoxazole 2 reacts with thiophene-3-sulfonyl chloride 3, in the presence of a base, such as sodium hydride, in an appropriate solvent, such as anhydrous tetrahydrofuran, to give a thiophene-methyl ester, which is then treated with a base, such as sodium hydroxide, to give thiophene-carboxylic acid 4. Catechol 5 is treated with a base, such as cesium carbonate, in appropriate solvents, such dimethylformamide and dichloromethane, at an elevated temperature and under an inert atmosphere, su... Product: ClCC1OOC2=C1C=CC=C2 (chloromethyl-benzodioxole). Reaction SMILES: [C:1]1([C:3](=[CH:5][CH:6]=[CH:7][CH:8]=1)O)[OH:2].C(=O)([O-])[O-].[Cs+].[Cs+].O1C2C=CC=C[C:18]=2[CH2:17][O:16]1.C=O.[ClH:26]>[Br-].C([N+](CCCC)(CCCC)CCCC)CCC.CCOCC.ClCCl.CN(C)C=O>[Cl:26][CH2:18][CH:17]1[C:3]2[CH:5]=[CH:6][CH:7]=[CH:8][C:1]=2[O:2][O:16]1 |f:1.2.3,7.8|. Solvent: CCOCC (ether), ClCCl (dichloromethane), CN(C=O)C (dimethylformamide).